Dataset: the Open Reaction Database (ORD), a public repository of structured organic reaction records. Task: describe an organic reaction: reactants, conditions, products, and yield Reactants: COC(=O)C(C)Oc1ccc(Oc2ncc(Cl)cc2F)cc1, Cl, [Na+], C1COCCO1, [OH-]. The product is CC(Oc1ccc(Oc2ncc(Cl)cc2F)cc1)C(=O)O. As a reaction SMILES: [Cl:1][c:2]1[cH:3][c:4]([F:22])[c:5]([O:8][c:9]2[cH:10][cH:11][c:12]([O:13][CH:14]([C:15](=[O:16])[O:17][CH3:18])[CH3:19])[cH:20][cH:21]2)[n:6][cH:7]1.[ClH:25].[Na+:24].[O:26]1[CH2:27][CH2:28][O:29][CH2:30][CH2:31]1.[OH-:23]>>[Cl:1][c:2]1[cH:3][c:4]([F:22])[c:5]([O:8][c:9]2[cH:10][cH:11][c:12]([O:13][CH:14]([C:15](=[O:16])[OH:17])[CH3:19])[cH:20][cH:21]2)[n:6][cH:7]1.